Task: describe an organic reaction: reactants, conditions, products, and yield. Dataset: the Open Reaction Database (ORD), a public repository of structured organic reaction records The reactants are C(=O)(O)[C@H](O)[C@@H](O)C(=O)O.CN(C)C[C@H]1[C@](CCCC1)(O)C1=CC(=CC=C1)OC ((1S,2S)-2-dimethylaminomethyl-1-(3-methoxy-phenyl)-cyclohexanol L-(+)-tartrate), [OH-].[Na+] (caustic soda). The solvent is O (water). Product: CN(C)C[C@H]1[C@](CCCC1)(O)C1=CC(=CC=C1)OC ((1S,2S)-2-dimethylaminomethyl-1-(3-methoxy-phenyl)-cyclohexanol). Isolated yield 98.2%. As a reaction SMILES: C([C@@H]([C@H](C(O)=O)O)O)(O)=O.[CH3:11][N:12]([CH2:14][C@@H:15]1[CH2:20][CH2:19][CH2:18][CH2:17][C@:16]1([C:22]1[CH:27]=[CH:26][CH:25]=[C:24]([O:28][CH3:29])[CH:23]=1)[OH:21])[CH3:13].[OH-].[Na+]>O>[CH3:13][N:12]([CH2:14][C@@H:15]1[CH2:20][CH2:19][CH2:18][CH2:17][C@:16]1([C:22]1[CH:27]=[CH:26][CH:25]=[C:24]([O:28][CH3:29])[CH:23]=1)[OH:21])[CH3:11] |f:0.1,2.3|. Procedure: 2050 g (4.95 mole) (1S,2S)-2-dimethylaminomethyl-1-(3-methoxy-phenyl)-cyclohexanol L-(+)-tartrate from step 2 were dissolved in 4000 ml water and treated with 900 g crushed ice. 1000 ml of 36-38% (technical) caustic soda solution were added drop-wise with stirring. The mixture was subsequently extracted with 2500 ml dichloromethane, and was extracted with a further 500 ml dichloromethane after phase separation. The combined organic phases were dried over sodium sulphate. After removing the solve... Reactants: COC(=O)c1cccc2nc(C3CCCN3C(=O)OCc3ccccc3)oc12, CO, N, O. Product: NC(=O)c1cccc2nc(C3CCCN3C(=O)OCc3ccccc3)oc12. Reaction SMILES: [CH2:1]([c:2]1[cH:3][cH:4][cH:5][cH:6][cH:7]1)[O:8][C:9](=[O:10])[N:11]1[CH:12]([c:16]2[o:17][c:18]3[c:19]([n:20]2)[cH:21][cH:22][cH:23][c:24]3[C:25]([O:26][CH3:27])=[O:28])[CH2:13][CH2:14][CH2:15]1.[CH3:31][OH:32].[NH3:30].[OH2:29]>>[CH2:1]([c:2]1[cH:3][cH:4][cH:5][cH:6][cH:7]1)[O:8][C:9](=[O:10])[N:11]1[CH:12]([c:16]2[o:17][c:18]3[c:19]([n:20]2)[cH:21][cH:22][cH:23][c:24]3[C:25](=[O:29])[NH2:30])[CH2:13][CH2:14][CH2:15]1. Reactants: S=C(n1ccnc1)n1ccnc1, Cc1ccc2nc(N)sc2c1, CC#N. Yields the product Cc1ccc2nc(NC(=S)n3ccnc3)sc2c1. As a reaction SMILES: [C:12](=[S:13])([n:14]1[cH:15][n:16][cH:17][cH:18]1)[n:19]1[cH:20][cH:21][n:22][cH:23]1.[CH3:1][c:2]1[cH:3][c:4]2[c:5]([n:6][c:7]([NH2:9])[s:8]2)[cH:10][cH:11]1.[CH3:24][C:25]#[N:26]>>[CH3:1][c:2]1[cH:3][c:4]2[c:5]([n:6][c:7]([NH:9][C:12](=[S:13])[n:14]3[cH:15][n:16][cH:17][cH:18]3)[s:8]2)[cH:10][cH:11]1. The reactants are ice, C(=O)=O.CC(=O)C (dry ice acetone), CO (methanol), COC([C@@H](NC(=O)OCC1C2=CC=CC=C2C2=CC=CC=C12)CC(C)C)=O (Fmoc-Leucine methyl ester), C(=O)=O.CC(=O)C (dry ice acetone), [H-].C(C(C)C)[Al+]CC(C)C (di-isobutyl-aluminum hydride), [H-].C(C(C)C)[Al+]CC(C)C (di-isobutyl aluminum hydride). Run in C1(=CC=CC=C1)C (toluene), C1(=CC=CC=C1)C (toluene). Product: N([C@@H](CC(C)C)C=O)C(=O)OCC1C2=CC=CC=C2C2=CC=CC=C12 (Fmoc-Leu-CHO), solid. As a reaction SMILES: C[O:2][C:3](=O)[C@H:4]([CH2:23][CH:24]([CH3:26])[CH3:25])[NH:5][C:6]([O:8][CH2:9][CH:10]1[C:22]2[C:17](=[CH:18][CH:19]=[CH:20][CH:21]=2)[C:16]2[C:11]1=[CH:12][CH:13]=[CH:14][CH:15]=2)=[O:7].C(=O)=O.CC(C)=O.[H-].C([Al+]CC(C)C)C(C)C.CO>C1(C)C=CC=CC=1>[NH:5]([C:6]([O:8][CH2:9][CH:10]1[C:22]2[C:17](=[CH:18][CH:19]=[CH:20][CH:21]=2)[C:16]2[C:11]1=[CH:12][CH:13]=[CH:14][CH:15]=2)=[O:7])[C@H:4]([CH:3]=[O:2])[CH2:23][CH:24]([CH3:26])[CH3:25] |f:1.2,3.4|. Reported procedure: Fmoc-Leucine methyl ester (35 g, 134 mmoles) in dry toluene (250 ml) under N2 is cooled with dry ice/acetone, and 150 ml of 25 % di-isobutyl-aluminum hydride in toluene are added over 30 mins. The mixture is stirred for 20 min in a bath of dry ice/acetone after the addition of the di-isobutyl aluminum hydride, then methanol (15 ml) is added cautiously. The mixture is poured into 1000 ml ice-cold water, shaken and filtered. The toluene is separated and the aqueous phase re-extracted with ether (3... Starting materials: O=C([O-])[O-], COCC1CCCN1C(=O)c1cc2nccc(Cl)c2s1, [Cs+], [Cs+], COC(=O)c1c(C)sc2cc(O)ccc12. Product: COCC1CCCN1C(=O)c1cc2nccc(Oc3ccc4c(C(=O)OC)c(C)sc4c3)c2s1. As a reaction SMILES: [C:36](=[O:37])([O-:38])[O-:39].[Cl:16][c:17]1[c:18]2[c:19]([n:20][cH:21][cH:22]1)[cH:23][c:24]([C:26](=[O:27])[N:28]1[CH:29]([CH2:33][O:34][CH3:35])[CH2:30][CH2:31][CH2:32]1)[s:25]2.[Cs+:40].[Cs+:41].[OH:1][c:2]1[cH:3][cH:4][c:5]2[c:6]([s:7][c:8]([CH3:14])[c:9]2[C:10](=[O:11])[O:12][CH3:13])[cH:15]1>>[O:1]([c:2]1[cH:3][cH:4][c:5]2[c:6]([s:7][c:8]([CH3:14])[c:9]2[C:10](=[O:11])[O:12][CH3:13])[cH:15]1)[c:17]1[c:18]2[c:19]([n:20][cH:21][cH:22]1)[cH:23][c:24]([C:26](=[O:27])[N:28]1[CH:29]([CH2:33][O:34][CH3:35])[CH2:30][CH2:31][CH2:32]1)[s:25]2.